From a dataset of the Open Reaction Database (ORD), a public repository of structured organic reaction records. describe an organic reaction: reactants, conditions, products, and yield The reactants are O=Cc1ccccc1Br, C=C(C)C, CC#N, CCOC(C)=O, Nc1ccc(Cl)cc1, O=S(=O)([O-])C(F)(F)F, O=S(=O)([O-])C(F)(F)F, O=S(=O)([O-])C(F)(F)F, [Yb+3]. Product: CC1(C)CC(c2ccccc2Br)Nc2ccc(Cl)cc21. As a reaction SMILES: [Br:9][c:10]1[c:11]([CH:12]=[O:13])[cH:14][cH:15][cH:16][cH:17]1.[CH2:18]=[C:19]([CH3:20])[CH3:21].[CH3:47][C:48]#[N:49].[CH3:50][CH2:51][O:52][C:53](=[O:54])[CH3:55].[Cl:1][c:2]1[cH:3][cH:4][c:5]([NH2:8])[cH:6][cH:7]1.[F:22][C:23]([F:24])([F:25])[S:26]([O-:27])(=[O:28])=[O:29].[F:31][C:32]([F:33])([F:34])[S:35]([O-:36])(=[O:37])=[O:38].[F:39][C:40]([F:41])([F:42])[S:43]([O-:44])(=[O:45])=[O:46].[Yb+3:30]>>[Cl:1][c:2]1[cH:3][cH:4][c:5]2[c:6]([cH:7]1)[C:19]([CH3:20])([CH3:21])[CH2:18][CH:12]([c:11]1[c:10]([Br:9])[cH:17][cH:16][cH:15][cH:14]1)[NH:8]2. Reactants: CC(C)(C)OC(=O)C=P(c1ccccc1)(c1ccccc1)c1ccccc1, CC(C=O)=Cc1ccc([N+](=O)[O-])cc1, CC#N. Product: CC(C=CC(=O)OC(C)(C)C)=Cc1ccc([N+](=O)[O-])cc1. Reaction SMILES: [C:15]([CH3:16])([CH3:17])([CH3:18])[O:19][C:20](=[O:21])[CH:22]=[P:23]([c:24]1[cH:25][cH:26][cH:27][cH:28][cH:29]1)([c:30]1[cH:31][cH:32][cH:33][cH:34][cH:35]1)[c:36]1[cH:37][cH:38][cH:39][cH:40][cH:41]1.[CH3:1][C:2]([CH:3]=[O:4])=[CH:5][c:6]1[cH:7][cH:8][c:9]([N+:12](=[O:13])[O-:14])[cH:10][cH:11]1.[CH3:42][C:43]#[N:44]>>[CH3:1][C:2]([CH:3]=[CH:22][C:20]([O:19][C:15]([CH3:16])([CH3:17])[CH3:18])=[O:21])=[CH:5][c:6]1[cH:7][cH:8][c:9]([N+:12](=[O:13])[O-:14])[cH:10][cH:11]1.